This data is from the Open Reaction Database (ORD), a public repository of structured organic reaction records. The task is: describe an organic reaction: reactants, conditions, products, and yield The reactants are CC(C)(C)OC(=O)N1CCC1CO, C1CCOC1, Oc1cnc(Cl)c(Cl)c1, CCOC(=O)N=NC(=O)OCC, c1ccc(P(c2ccccc2)c2ccccc2)cc1. Product: CC(C)(C)OC(=O)N1CCC1COc1cnc(Cl)c(Cl)c1. As a reaction SMILES: [C:32]([CH3:33])([CH3:34])([CH3:35])[O:36][C:37](=[O:38])[N:39]1[CH:40]([CH2:43][OH:44])[CH2:41][CH2:42]1.[CH2:54]1[O:55][CH2:56][CH2:57][CH2:58]1.[Cl:45][c:46]1[cH:47][c:48]([OH:53])[cH:49][n:50][c:51]1[Cl:52].[O:20]=[C:21]([O:22][CH2:23][CH3:24])[N:25]=[N:26][C:27]([O:28][CH2:29][CH3:30])=[O:31].[c:1]1([P:2]([c:3]2[cH:4][cH:5][cH:6][cH:7][cH:8]2)[c:9]2[cH:10][cH:11][cH:12][cH:13][cH:14]2)[cH:15][cH:16][cH:17][cH:18][cH:19]1>>[C:32]([CH3:33])([CH3:34])([CH3:35])[O:36][C:37](=[O:38])[N:39]1[CH:40]([CH2:43][O:44][c:48]2[cH:47][c:46]([Cl:45])[c:51]([Cl:52])[n:50][cH:49]2)[CH2:41][CH2:42]1. The reactants are solution, C[Si]([N-][Si](C)(C)C)(C)C.[Li+] (lithium hexamethyl-disilazide), COCOC1=CC=C2C(C(C(OC2=C1)=O)C1=CC=C(C=C1)OCOC)CC=C (7-methoxymethoxy-3-(4-methoxymethoxyphenyl)-4-(2-propenyl)chroman-2-one), O(S(=O)(=O)C(F)(F)F)CC (ethyl triflate), [Cl-].[NH4+] (ammonium chloride). Run in O1CCCC1 (tetrahydrofuran), O1CCCC1 (tetrahydrofuran), N1=CC=CC=C1 (pyridine), O (water). Run at temperature 0 celsius, time 20 minute. Yields the product C(C)C1(C(OC2=CC(=CC=C2C1CC=C)OCOC)=O)C1=CC=C(C=C1)OCOC ((3RS,4RS)-3-ethyl-7-methoxymethoxy-3-(4-methoxymethoxyphenyl)-4-(2-propenyl)chroman-2-one). The yield is 84.3%. Reaction SMILES: C[Si](C)(C)[N-][Si](C)(C)C.[Li+].[CH3:11][O:12][CH2:13][O:14][C:15]1[CH:24]=[C:23]2[C:18]([CH:19]([CH2:36][CH:37]=[CH2:38])[CH:20]([C:26]3[CH:31]=[CH:30][C:29]([O:32][CH2:33][O:34][CH3:35])=[CH:28][CH:27]=3)[C:21](=[O:25])[O:22]2)=[CH:17][CH:16]=1.O([CH2:47][CH3:48])S(C(F)(F)F)(=O)=O.[Cl-].[NH4+]>O1CCCC1.O.N1C=CC=CC=1>[CH2:47]([C:20]1([C:26]2[CH:31]=[CH:30][C:29]([O:32][CH2:33][O:34][CH3:35])=[CH:28][CH:27]=2)[CH:19]([CH2:36][CH:37]=[CH2:38])[C:18]2[C:23](=[CH:24][C:15]([O:14][CH2:13][O:12][CH3:11])=[CH:16][CH:17]=2)[O:22][C:21]1=[O:25])[CH3:48] |f:0.1,4.5|. Procedure details: A 1M solution of lithium hexamethyl-disilazide in tetrahydrofuran (86.2 ml) was added dropwise to a solution of 7-methoxymethoxy-3-(4-methoxymethoxyphenyl)-4-(2-propenyl)chroman-2-one (16.57 g) in dry tetrahydrofuran (86.2 ml) at −78° C. over 30 minutes under nitrogen atmosphere, followed by stirring for 20 minutes at 0° C. After the reaction mixture was cooled to −78° C., ethyl triflate (21.6 ml) was added dropwise thereto over 20 minutes and the resulting mixture was warmed to −30° C. over 3 h... Starting materials: C(C)(C)(C)OC(=O)N1C(CCC1)C(=O)OCC(=O)C1=CC2=CC=C(C=C2C=C1)Br (pyrrolidine-1,2-dicarboxylic acid 2-[2-(6-bromo-naphthalen-2-yl)-2-oxo-ethyl]ester 1-tert-butyl ester), COC([C@H]1N(C[C@H](C1)C#N)C(=O)OC(C)(C)C)=O (N-Boc-cis-4-cyano-L-proline methyl ester). The product is C(C)(C)(C)OC(=O)N1C(CC(C1)C#N)C(=O)OCC(=O)C1=CC2=CC=C(C=C2C=C1)Br (4-Cyano-pyrrolidine-1,2-dicarboxylic acid 2-[2-(6-bromo-naphthalen-2-yl)-2-oxo-ethyl]ester 1-tert-butyl ester). As a reaction SMILES: [C:1]([O:5][C:6]([N:8]1[CH2:12][CH2:11][CH2:10][CH:9]1[C:13]([O:15][CH2:16][C:17]([C:19]1[CH:28]=[CH:27][C:26]2[C:21](=[CH:22][CH:23]=[C:24]([Br:29])[CH:25]=2)[CH:20]=1)=[O:18])=[O:14])=[O:7])([CH3:4])([CH3:3])[CH3:2].COC(=O)[C@@H:33]1C[C@H](C#N)C[N:34]1C(OC(C)(C)C)=O>>[C:1]([O:5][C:6]([N:8]1[CH2:12][CH:11]([C:33]#[N:34])[CH2:10][CH:9]1[C:13]([O:15][CH2:16][C:17]([C:19]1[CH:28]=[CH:27][C:26]2[C:21](=[CH:22][CH:23]=[C:24]([Br:29])[CH:25]=2)[CH:20]=1)=[O:18])=[O:14])=[O:7])([CH3:4])([CH3:2])[CH3:3]. Procedure: Title compound was prepared according to the method employed to prepare pyrrolidine-1,2-dicarboxylic acid 2-[2-(6-bromo-naphthalen-2-yl)-2-oxo-ethyl]ester 1-tert-butyl ester in Example CL, substituting pyrrolidine-1,2-dicarboxylic acid 1-tert-butyl ester with N-Boc-cis-4-cyano-L-proline methyl ester (643 mg, 67%) Starting materials: C(CCC)C=1N=C(NC(C1CC1=CC=C(C=C1)C=1C(=CC=CC1)C#N)=O)C (4′-[(4-butyl-2-methyl-6-oxo-1,6-dihydropyrimidin-5-yl)methyl]biphenyl-2-carbonitrile), C([O-])([O-])=O.[K+].[K+] (potassium carbonate), BrCC1=C(C=CC(=C1)F)F (2-(bromomethyl)-1,4-difluorobenzene), CN(C=O)C (N,N-dimethylformamide). The solvent is C(C)(=O)OCC (ethyl acetate). Run at temperature 90 celsius, time 2 hour. Yields the product C(CCC)C=1N=C(N(C(C1CC1=CC=C(C=C1)C=1C(=CC=CC1)C#N)=O)CC1=C(C=CC(=C1)F)F)C (4′-{[4-butyl-1-(2,5-difluorobenzyl)-2-methyl-6-oxo-1,6-dihydropyrimidin-5-yl]methyl}biphenyl-2-carbonitrile). RXN SMILES: [CH2:1]([C:5]1[N:6]=[C:7]([CH3:27])[NH:8][C:9](=[O:26])[C:10]=1[CH2:11][C:12]1[CH:17]=[CH:16][C:15]([C:18]2[C:19]([C:24]#[N:25])=[CH:20][CH:21]=[CH:22][CH:23]=2)=[CH:14][CH:13]=1)[CH2:2][CH2:3][CH3:4].C(=O)([O-])[O-].[K+].[K+].Br[CH2:35][C:36]1[CH:41]=[C:40]([F:42])[CH:39]=[CH:38][C:37]=1[F:43].CN(C)C=O>C(OCC)(=O)C>[CH2:1]([C:5]1[N:6]=[C:7]([CH3:27])[N:8]([CH2:35][C:36]2[CH:41]=[C:40]([F:42])[CH:39]=[CH:38][C:37]=2[F:43])[C:9](=[O:26])[C:10]=1[CH2:11][C:12]1[CH:17]=[CH:16][C:15]([C:18]2[C:19]([C:24]#[N:25])=[CH:20][CH:21]=[CH:22][CH:23]=2)=[CH:14][CH:13]=1)[CH2:2][CH2:3][CH3:4] |f:1.2.3|. Procedure: A mixture of 4′-[(4-butyl-2-methyl-6-oxo-1,6-dihydropyrimidin-5-yl)methyl]biphenyl-2-carbonitrile (1.22 g), potassium carbonate (0.94 g), 2-(bromomethyl)-1,4-difluorobenzene (1.06 g) and N,N-dimethylformamide (20 mL) was stirred at 90° C. for 2 hr. The reaction mixture was diluted with ethyl acetate, washed with water and then with saturated brine, and dried over anhydrous magnesium sulfate. The solvent was evaporated under reduced pressure and the residue was purified by silica gel column chrom... The reactants are N#Cc1cncc(-c2ccccn2)c1, CCO, CO, Cl, [H][H]. The product is NCc1cncc(-c2ccccn2)c1. Reaction SMILES: [C:1](#[N:2])[c:3]1[cH:4][n:5][cH:6][c:7](-[c:9]2[n:10][cH:11][cH:12][cH:13][cH:14]2)[cH:8]1.[CH3:18][CH2:19][OH:20].[CH3:21][OH:22].[ClH:15].[H:16][H:17]>>[CH2:1]([NH2:2])[c:3]1[cH:4][n:5][cH:6][c:7](-[c:9]2[n:10][cH:11][cH:12][cH:13][cH:14]2)[cH:8]1. Starting materials: CCO, CCOC(=O)c1ccc(C=CC(=O)NCC(=O)N(C)c2ccc(Cl)c(COc3cccc4ccc(C)nc34)c2Cl)cn1, Cl, [Na+], [OH-]. Product: Cc1ccc2cccc(OCc3c(Cl)ccc(N(C)C(=O)CNC(=O)C=Cc4ccc(C(=O)O)nc4)c3Cl)c2n1. As a reaction SMILES: [CH3:46][CH2:47][OH:48].[Cl:1][c:2]1[c:3]([CH2:4][O:5][c:6]2[cH:7][cH:8][cH:9][c:10]3[cH:11][cH:12][c:13]([CH3:16])[n:14][c:15]23)[c:17]([Cl:42])[cH:18][cH:19][c:20]1[N:21]([CH3:22])[C:23]([CH2:24][NH:25][C:26]([CH:27]=[CH:28][c:29]1[cH:30][n:31][c:32]([C:35](=[O:36])[O:37][CH2:38][CH3:39])[cH:33][cH:34]1)=[O:40])=[O:41].[ClH:45].[Na+:44].[OH-:43]>>[Cl:1][c:2]1[c:3]([CH2:4][O:5][c:6]2[cH:7][cH:8][cH:9][c:10]3[cH:11][cH:12][c:13]([CH3:16])[n:14][c:15]23)[c:17]([Cl:42])[cH:18][cH:19][c:20]1[N:21]([CH3:22])[C:23]([CH2:24][NH:25][C:26]([CH:27]=[CH:28][c:29]1[cH:30][n:31][c:32]([C:35](=[O:36])[OH:37])[cH:33][cH:34]1)=[O:40])=[O:41]. Starting materials: C(CCC)OC(=O)C=1N=C(C2=CC=CC=C2C1O)Cl (1-Chloro-4-hydroxy-isoquinoline-3-carboxylic acid butyl ester), C1(=CC=CC=C1)O (phenol), [OH-].[Na+] (NaOH). Yields the product C(CCC)OC(=O)C=1N=C(C2=CC=CC=C2C1O)OC1=CC=CC=C1 (4-Hydroxy-1-phenoxy-isoquinoline-3-carboxylic acid butyl ester). Isolated yield 38.5%. Reaction SMILES: [CH2:1]([O:5][C:6]([C:8]1[N:9]=[C:10](Cl)[C:11]2[C:16]([C:17]=1[OH:18])=[CH:15][CH:14]=[CH:13][CH:12]=2)=[O:7])[CH2:2][CH2:3][CH3:4].[C:20]1([OH:26])[CH:25]=[CH:24][CH:23]=[CH:22][CH:21]=1.[OH-].[Na+]>>[CH2:1]([O:5][C:6]([C:8]1[N:9]=[C:10]([O:26][C:20]2[CH:25]=[CH:24][CH:23]=[CH:22][CH:21]=2)[C:11]2[C:16]([C:17]=1[OH:18])=[CH:15][CH:14]=[CH:13][CH:12]=2)=[O:7])[CH2:2][CH2:3][CH3:4] |f:2.3|. Procedure: A mixture of 1.399 g of 1-Chloro-4-hydroxy-isoquinoline-3-carboxylic acid butyl ester (5 mmol) and 2.86 g of phenol was heated at 145° C. to 150° C. for 24 h. After cooling to ambient temperature the mixture was suspended in 50 ml of aqueous 2N NaOH and the mixture was extracted with 4×25 ml of ethyl acetate. The combined organic phases were washed with 3×25 ml of aqueous 2N NaOH, 50 ml of brine, dried over MgSO4, and evaporared in vacuo. The residue was purified by flash column chromatography o...